From a dataset of the Open Reaction Database (ORD), a public repository of structured organic reaction records. describe an organic reaction: reactants, conditions, products, and yield The reactants are CCN(C(C)C)C(C)C, Cn1cc(C(=O)NCc2ccc(Cl)cc2)c(=O)c2sc(CCl)cc21, CN(C)C=O, O, CNCC(O)c1ccc(NC(C)=O)cc1. The product is CC(=O)Nc1ccc(C(O)CN(C)Cc2cc3c(s2)c(=O)c(C(=O)NCc2ccc(Cl)cc2)cn3C)cc1. Reaction SMILES: [CH:40]([N:41]([CH:42]([CH3:43])[CH3:44])[CH2:45][CH3:46])([CH3:47])[CH3:48].[Cl:1][c:2]1[cH:3][cH:4][c:5]([CH2:6][NH:7][C:8](=[O:9])[c:10]2[c:11](=[O:22])[c:12]3[c:13]([n:14]([CH3:16])[cH:15]2)[cH:17][c:18]([CH2:20][Cl:21])[s:19]3)[cH:23][cH:24]1.[O:49]=[CH:50][N:51]([CH3:52])[CH3:53].[OH2:54].[OH:25][CH:26]([CH2:27][NH:28][CH3:29])[c:30]1[cH:31][cH:32][c:33]([NH:36][C:37]([CH3:38])=[O:39])[cH:34][cH:35]1>>[Cl:1][c:2]1[cH:3][cH:4][c:5]([CH2:6][NH:7][C:8](=[O:9])[c:10]2[c:11](=[O:22])[c:12]3[c:13]([n:14]([CH3:16])[cH:15]2)[cH:17][c:18]([CH2:20][N:28]([CH2:27][CH:26]([OH:25])[c:30]2[cH:31][cH:32][c:33]([NH:36][C:37]([CH3:38])=[O:39])[cH:34][cH:35]2)[CH3:29])[s:19]3)[cH:23][cH:24]1. Starting materials: FC(C(=O)O)(F)F (Trifluoroacetic acid), COC1=C(CN(C2=CC(=C(C=C2)S(=O)(=O)NC=2SC=CN2)F)C)C=CC(=C1)OC (4-[(2,4-dimethoxy-benzyl)-methyl-amino]-2-fluoro-N-thiazol-2-yl-benzenesulfonamide), C(Cl)Cl (methylene chloride). Run at time 1 hour. Product: FC1=C(C=CC(=C1)NC)S(=O)(=O)NC=1SC=CN1 (2-Fluoro-4-methylamino-N-thiazol-2-yl-benzenesulfonamide). Yield: 43.2%. RXN SMILES: FC(F)(F)C(O)=O.COC1C=C(OC)C=CC=1[CH2:12][N:13](C)[C:14]1[CH:19]=[CH:18][C:17]([S:20]([NH:23][C:24]2[S:25][CH:26]=[CH:27][N:28]=2)(=[O:22])=[O:21])=[C:16]([F:29])[CH:15]=1.C(Cl)Cl>>[F:29][C:16]1[CH:15]=[C:14]([NH:13][CH3:12])[CH:19]=[CH:18][C:17]=1[S:20]([NH:23][C:24]1[S:25][CH:26]=[CH:27][N:28]=1)(=[O:22])=[O:21]. Procedure details: Trifluoroacetic acid (1 mL, 0.01 mol) was added to a solution of the 4-[(2,4-dimethoxy-benzyl)-methyl-amino]-2-fluoro-N-thiazol-2-yl-benzenesulfonamide (0.22 g, 0.00050 mol) in methylene chloride (5.0 mL, 0.078 mol). The reaction solution was stirred for one hour then concentrated. The residue was partitioned between sat'd NaHCO3 and EtOAc. Organic layer was separated and the aq phase was extracted with EtOAc (2×). The combined organic layers were washed with water and brine, dried over Na2SO4. ...